From a dataset of the Open Reaction Database (ORD), a public repository of structured organic reaction records. describe an organic reaction: reactants, conditions, products, and yield The reactants are COc1ccccc1N1CCN(CCC(=O)NN)CC1, CCCCCC, Cc1ccccc1, O=C=NC1CCCCCCC1. Yields the product COc1ccccc1N1CCN(CCC(=O)NNC(=O)NC2CCCCCCC2)CC1. Reaction SMILES: [CH3:1][O:2][c:3]1[c:4]([N:9]2[CH2:10][CH2:11][N:12]([CH2:15][CH2:16][C:17](=[O:18])[NH:19][NH2:20])[CH2:13][CH2:14]2)[cH:5][cH:6][cH:7][cH:8]1.[CH3:32][CH2:33][CH2:34][CH2:35][CH2:36][CH3:37].[CH3:38][c:39]1[cH:40][cH:41][cH:42][cH:43][cH:44]1.[CH:21]1([N:29]=[C:30]=[O:31])[CH2:22][CH2:23][CH2:24][CH2:25][CH2:26][CH2:27][CH2:28]1>>[CH3:1][O:2][c:3]1[c:4]([N:9]2[CH2:10][CH2:11][N:12]([CH2:15][CH2:16][C:17](=[O:18])[NH:19][NH:20][C:30]([NH:29][CH:21]3[CH2:22][CH2:23][CH2:24][CH2:25][CH2:26][CH2:27][CH2:28]3)=[O:31])[CH2:13][CH2:14]2)[cH:5][cH:6][cH:7][cH:8]1.